From a dataset of the Open Reaction Database (ORD), a public repository of structured organic reaction records. describe an organic reaction: reactants, conditions, products, and yield The reactants are CCO, Cc1cc2scnc2cc1[N+](=O)[O-], [Cl-], [Na+], [OH-], O, O. Yields the product Cc1cc2scnc2cc1N. Reaction SMILES: [CH3:19][CH2:20][OH:21].[CH3:1][c:2]1[cH:3][c:4]2[c:5]([n:6][cH:7][s:8]2)[cH:9][c:10]1[N+:11]([O-:12])=[O:13].[Cl-:16].[Na+:18].[OH-:17].[OH2:14].[OH2:15]>>[CH3:1][c:2]1[cH:3][c:4]2[c:5]([n:6][cH:7][s:8]2)[cH:9][c:10]1[NH2:11]. Reactants: NC1=CC(NN1C)=O (5-Amino-1-methyl-1,2-dihydropyrazol-3-one), IC=1C=C(C=O)C=CC1F (3-iodo-4-fluorobenzaldehyde), CC1(C(CC(CC1)=O)=O)C (4,4-dimethyl-1,3-cyclohexanedione). Procedure details: 5-Amino-1-methyl-1,2-dihydropyrazol-3-one (0.06 g, 0.5 mmol), 3-iodo-4-fluorobenzaldehyde (0.125 g, 0.5 mmol), and 4,4-dimethyl-1,3-cyclohexanedione (0.07 g, 0.5 mmol) were processed as described in Example 22 to provide 0.15 g (66%) of the title compound. 1H NMR (300 MHz, DMSO-d6) δ 0.92 (s, 3H), 0.98 (s, 3H), 1.78 (t, 2H), 2.63 (m, 2H), 3.42 (s, 3H), 4.81 (s, 1H), 7.05 (t, 1H), 7.1 (m, 1H), 7.5 (dd, 1H), 9.5 (s, 1H), 9.61 (s, 1H); MS (ESI−) m/z 466 (M−H)−; Anal. calcd for C19H19N3FIO2: C, 48.8... The product is FC1=C(C=C(C=C1)C1C2=C(NC=3CCC(C(C13)=O)(C)C)N(NC2=O)C)I (4-(4-fluoro-3-iodophenyl)-1,6,6-trimethyl-4,7,8,9-tetrahydro-1H-pyrazolo[3,4-b]quinoline-3,5(2H,6H)-dione). Reaction SMILES: [NH2:1][C:2]1[N:6]([CH3:7])[NH:5][C:4](=[O:8])[CH:3]=1.[I:9][C:10]1[CH:11]=[C:12]([CH:15]=[CH:16][C:17]=1[F:18])[CH:13]=O.[CH3:19][C:20]1([CH3:28])[CH2:25][CH2:24][C:23](=O)[CH2:22][C:21]1=[O:27]>>[F:18][C:17]1[CH:16]=[CH:15][C:12]([CH:13]2[C:22]3[C:21](=[O:27])[C:20]([CH3:28])([CH3:19])[CH2:25][CH2:24][C:23]=3[NH:1][C:2]3[N:6]([CH3:7])[NH:5][C:4](=[O:8])[C:3]2=3)=[CH:11][C:10]=1[I:9]. Yield: 64.2%. Reactants: CN(C)CCC[P+](c1ccccc1)(c1ccccc1)c1ccccc1, C[Si](C)(C)[N-][Si](C)(C)C, COC(=O)Cc1ccc(OCc2ccccc2I)c(C=O)c1, Cc1ccccc1, Cl, [I-], [Li+]. Product: COC(=O)Cc1ccc(OCc2ccccc2I)c(C=CCCN(C)C)c1. As a reaction SMILES: [CH3:12][N:13]([CH2:14][CH2:15][CH2:16][P+:17]([c:18]1[cH:19][cH:20][cH:21][cH:22][cH:23]1)([c:24]1[cH:25][cH:26][cH:27][cH:28][cH:29]1)[c:30]1[cH:31][cH:32][cH:33][cH:34][cH:35]1)[CH3:36].[CH3:1][Si:2]([N-:3][Si:4]([CH3:5])([CH3:6])[CH3:7])([CH3:8])[CH3:9].[CH3:37][O:38][C:39]([CH2:40][c:41]1[cH:42][c:43]([CH:56]=[O:57])[c:44]([O:47][CH2:48][c:49]2[c:50]([I:55])[cH:51][cH:52][cH:53][cH:54]2)[cH:45][cH:46]1)=[O:58].[CH3:60][c:61]1[cH:62][cH:63][cH:64][cH:65][cH:66]1.[ClH:59].[I-:11].[Li+:10]>>[CH3:12][N:13]([CH2:14][CH2:15][CH:16]=[CH:56][c:43]1[cH:42][c:41]([CH2:40][C:39]([O:38][CH3:37])=[O:58])[cH:46][cH:45][c:44]1[O:47][CH2:48][c:49]1[c:50]([I:55])[cH:51][cH:52][cH:53][cH:54]1)[CH3:36]. Reactants: C(C)(=O)N1CCC(CC1)CC(C1=CC=C(C=C1)F)=O (1-acetyl-4-(4-fluorobenzoylmethyl)piperidine), N1CCCCC1 (piperidine). Run in C(O)([O-])=O.[Na+] (sodium hydrogen carbonate). Reaction conditions: temperature 100 celsius. Product: C(C)(=O)N1CCC(CC1)CC(C1=CC=C(C=C1)N1CCCCC1)=O (1-Acetyl-4-(4-piperidinobenzoylmethyl)piperidine). As a reaction SMILES: [C:1]([N:4]1[CH2:9][CH2:8][CH:7]([CH2:10][C:11](=[O:19])[C:12]2[CH:17]=[CH:16][C:15](F)=[CH:14][CH:13]=2)[CH2:6][CH2:5]1)(=[O:3])[CH3:2].[NH:20]1[CH2:25][CH2:24][CH2:23][CH2:22][CH2:21]1>C(=O)([O-])O.[Na+]>[C:1]([N:4]1[CH2:9][CH2:8][CH:7]([CH2:10][C:11](=[O:19])[C:12]2[CH:17]=[CH:16][C:15]([N:20]3[CH2:25][CH2:24][CH2:23][CH2:22][CH2:21]3)=[CH:14][CH:13]=2)[CH2:6][CH2:5]1)(=[O:3])[CH3:2] |f:2.3|. Procedure details: A mixture consisting of 1.84 g of 1-acetyl-4-(4-fluorobenzoylmethyl)piperidine and 5 ml of piperidine was stirred under heating at 100° C. for 20 hours. After completion of the reaction, the reaction mixture was diluted with a saturated aqueous solution of sodium hydrogen carbonate and extracted with ethyl acetate. After drying, the solvent was ditilled off and the oily residue was purified by silica gel column chromatography (eluent: ehtyl acetate) to give 2.2 g of a pale yellow oil.